Dataset: the Open Reaction Database (ORD), a public repository of structured organic reaction records. Task: describe an organic reaction: reactants, conditions, products, and yield The reactants are ClC=1C=2C3=C(C(=NC3=CC1)S)C=CC2 (6-chloro-benz[cd]indole-2-thiol), N1(C=NC=C1)CCCN (3-(1H-imidazol-1-yl)propanamine), mercuric acetate. Run in C(C)O (ethanol). Product: ClC=1C=2C3=C(C(=NC3=CC1)NCCCN1C=NC=C1)C=CC2 (6-Chloro-N-[3-(1H-imidazol-1-yl)propyl]benz[cd]indol-2-amine). Yield: 74.6%. Reaction SMILES: [Cl:1][C:2]1[C:3]2[C:4]3[C:8](=[CH:9][CH:10]=1)[N:7]=[C:6](S)[C:5]=3[CH:12]=[CH:13][CH:14]=2.[N:15]1([CH2:20][CH2:21][CH2:22][NH2:23])[CH:19]=[CH:18][N:17]=[CH:16]1>C(O)C>[Cl:1][C:2]1[C:3]2[C:4]3[C:8](=[CH:9][CH:10]=1)[N:7]=[C:6]([NH:23][CH2:22][CH2:21][CH2:20][N:15]1[CH:19]=[CH:18][N:17]=[CH:16]1)[C:5]=3[CH:12]=[CH:13][CH:14]=2. Procedure details: A mixture of 1 g of 6-chloro-benz[cd]indole-2-thiol, 540 mg of 3-(1H-imidazol-1-yl)propanamine, 1.26 g of mercuric acetate and 100 ml of ethanol was reacted as described in Example 1, giving 1 g of the desired compound, mp 177°-178° C. Starting materials: C1(=CC=CC=C1)CC(=O)N[C@H]1[C@@H]2N(C(=C(CS2)SCCC=2C=NC=CC2)C(=O)OC(C2=CC=CC=C2)C2=CC=CC=C2)C1=O (benzhydryl 7β-(2-phenylacetamido)-3-[2-(3-pyridyl)ethylthio]-3-cephem-4-carboxylate), C(C)(C)OC(C)C (diisopropyl ether), FC(C(=O)O)(F)F (trifluoroacetic acid). The solvent is ClCCl (dichloromethane), C1(=CC=CC=C1)OC (anisole). Run at time 1.5 hour. Yields the product C1(=CC=CC=C1)CC(=O)N[C@H]1[C@@H]2N(C(=C(CS2)SCCC=2C=NC=CC2)C(=O)O)C1=O (7β-(2-phenylacetamido)-3-[2-(3-pyridyl)ethylthio]-3-cephem-4-carboxylic acid). Yield: 79.0%. As a reaction SMILES: [C:1]1([CH2:7][C:8]([NH:10][C@@H:11]2[C:43](=[O:44])[N:13]3[C:14]([C:27]([O:29]C(C4C=CC=CC=4)C4C=CC=CC=4)=[O:28])=[C:15]([S:18][CH2:19][CH2:20][C:21]4[CH:22]=[N:23][CH:24]=[CH:25][CH:26]=4)[CH2:16][S:17][C@H:12]23)=[O:9])[CH:6]=[CH:5][CH:4]=[CH:3][CH:2]=1.FC(F)(F)C(O)=O.C(OC(C)C)(C)C>ClCCl.C1(OC)C=CC=CC=1>[C:1]1([CH2:7][C:8]([NH:10][C@@H:11]2[C:43](=[O:44])[N:13]3[C:14]([C:27]([OH:29])=[O:28])=[C:15]([S:18][CH2:19][CH2:20][C:21]4[CH:22]=[N:23][CH:24]=[CH:25][CH:26]=4)[CH2:16][S:17][C@H:12]23)=[O:9])[CH:6]=[CH:5][CH:4]=[CH:3][CH:2]=1. Procedure: To a solution of benzhydryl 7β-(2-phenylacetamido)-3-[2-(3-pyridyl)ethylthio]-3-cephem-4-carboxylate (632 mg) in a mixture of dichloromethane (1.8 ml) and anisole (0.6 ml) was added trifluoroacetic acid (1.2 ml) under ice-cooling. The mixture was stirred at the same temperature for 1.5 hours. The reaction mixture was poured into diisopropyl ether (60 ml), and the resulting precipitate was collected by filtration and dried in vacuo. The precipitate was dissolved in a mixture of aqueous sodium hyd... Reactants: O=C1NCCN1 (2-oxo-imidazolidine), N(=O)[O-].[Na+] (sodium nitrite), O1C(=CC=C1)C=O (furan-2-aldehyde). Reagents/catalysts: [Zn] (zinc). The product is O1C(CC=C1)=NN1C(NCC1)=O (1-furylideneamino-2-oxo-imidazolidine). As a reaction SMILES: [O:1]=[C:2]1[NH:6][CH2:5][CH2:4][NH:3]1.[N:7]([O-])=O.[Na+].[O:11]1[CH:15]=[CH:14][CH:13]=[C:12]1C=O>[Zn]>[O:11]1[CH:15]=[CH:14][CH2:13][C:12]1=[N:7][N:3]1[CH2:4][CH2:5][NH:6][C:2]1=[O:1] |f:1.2|. Procedure: 15.8 pts. by wt. of 2-oxo-imidazolidine, 12.6 pts. by wt. of sodium nitrite and 27.5 pts. by wt. of zinc dust, and 15.8 pts. by wt. of furan-2-aldehyde, are reacted as in Example 1.1. 17.5 pts. by wt. of 1-furylideneamino-2-oxo-imidazolidine of melting point 218°-220° C. are obtained. The reactants are FC=1C=CC(=C(C(=O)C2=C(C=CC=C2)Cl)C1)N1C(=NN=C1CN1C(C=2C(C1=O)=CC=CC2)=O)CN2C(C=1C(C2=O)=CC=CC1)=O (5-fluoro-2'-chloro-2-[3,5-bis(phthalimidomethyl)-4H-1,2,4-triazol-4-yl]benzophenone), O.NN (hydrazine hydrate). The solvent is C(C)O (ethanol). The product is FC=1C=CC2=C(C(=NCC=3N2C(=NN3)CN)C3=C(C=CC=C3)Cl)C1 (8-fluoro-1-(aminomethyl)-6-(o-chlorophenyl)-4H-s-triazolo[4,3-a][1,4]benzodiazepine). As a reaction SMILES: [F:1][C:2]1[CH:3]=[CH:4][C:5]([N:17]2[C:21]([CH2:22][N:23]3C(=O)C4=CC=CC=C4C3=O)=[N:20][N:19]=[C:18]2[CH2:34][N:35]2C(=O)C3=CC=CC=C3C2=O)=[C:6]([CH:16]=1)[C:7]([C:9]1[CH:14]=[CH:13][CH:12]=[CH:11][C:10]=1[Cl:15])=O.O.NN>C(O)C>[F:1][C:2]1[CH:3]=[CH:4][C:5]2[N:17]3[C:18]([CH2:34][NH2:35])=[N:19][N:20]=[C:21]3[CH2:22][N:23]=[C:7]([C:9]3[CH:14]=[CH:13][CH:12]=[CH:11][C:10]=3[Cl:15])[C:6]=2[CH:16]=1 |f:1.2|. Procedure details: In the manner given in Example 22, 5-fluoro-2'-chloro-2-[3,5-bis(phthalimidomethyl)-4H-1,2,4-triazol-4-yl]benzophenone in ethanol is heated with hydrazine hydrate to give 8-fluoro-1-(aminomethyl)-6-(o-chlorophenyl)-4H-s-triazolo[4,3-a][1,4]benzodiazepine. The reactants are BrC1=C2N=CNC2=NC=N1 (6-bromo-9H-purine), NC(C)C=1C(=C(C(=C(C1)Cl)C)C1=CC(=C(C=C1)C(=O)N1CC(C1)C#N)F)OC (1-{[3′-(1-aminoethyl)-5′-chloro-3-fluoro-2′-methoxy-6′-methylbiphenyl-4-yl]carbonyl}azetidine-3-carbonitrile), C(C)(C)N(C(C)C)CC (N,N-diisopropylethylamine). Solvent: C(C)(C)O (isopropyl alcohol). Run at temperature 90 celsius. Product: ClC=1C(=C(C(=C(C1)C(C)NC1=C2N=CNC2=NC=N1)OC)C1=CC(=C(C=C1)C(=O)N1CC(C1)C#N)F)C (1-({3′-Chloro-3-fluoro-6′-methoxy-2′-methyl-5′-[1-(9H-purin-6-ylamino)ethyl]biphenyl-4-yl}carbonyl)azetidine-3-carbonitrile). Reaction SMILES: Br[C:2]1[N:10]=[CH:9][N:8]=[C:7]2[C:3]=1[N:4]=[CH:5][NH:6]2.[NH2:11][CH:12]([C:14]1[C:15]([O:37][CH3:38])=[C:16]([C:22]2[CH:27]=[CH:26][C:25]([C:28]([N:30]3[CH2:33][CH:32]([C:34]#[N:35])[CH2:31]3)=[O:29])=[C:24]([F:36])[CH:23]=2)[C:17]([CH3:21])=[C:18]([Cl:20])[CH:19]=1)[CH3:13].C(N(CC)C(C)C)(C)C>C(O)(C)C>[Cl:20][C:18]1[C:17]([CH3:21])=[C:16]([C:22]2[CH:27]=[CH:26][C:25]([C:28]([N:30]3[CH2:33][CH:32]([C:34]#[N:35])[CH2:31]3)=[O:29])=[C:24]([F:36])[CH:23]=2)[C:15]([O:37][CH3:38])=[C:14]([CH:12]([NH:11][C:2]2[N:10]=[CH:9][N:8]=[C:7]3[C:3]=2[N:4]=[CH:5][NH:6]3)[CH3:13])[CH:19]=1. Procedure: A mixture of 6-bromo-9H-purine (11 mg, 0.057 mmol), 1-{[3′-(1-aminoethyl)-5′-chloro-3-fluoro-2′-methoxy-6′-methylbiphenyl-4-yl]carbonyl}azetidine-3-carbonitrile (21 mg, 0.052 mmol), and N,N-diisopropylethylamine (0.018 mL, 0.10 mmol) in isopropyl alcohol (0.2 mL) was heated at 90° C. under nitrogen overnight. The mixture was evaporated and the resulting mixture was purified on RP-HPLC (XBridge C18 Column, eluting with a gradient of acetonitrile in water with 0.2% ammonium hydroxide, at flow rate... The reactants are CC(C)OC(=O)/N=N/C(=O)OC(C)C (diisopropylazodicarboxylate), CC(C)OC(=O)/N=N/C(=O)OC(C)C (DIAD), crude product, ON1C(C=2C(C1=O)=CC=CC2)=O (N-hydroxyphthalimide), OCCCCNC(OCC1=CC=CC=C1)=O (benzyl (4-hydroxybutyl)carbamate), C1(=CC=CC=C1)P(C1=CC=CC=C1)C1=CC=CC=C1 (triphenylphosphine). Run in ClCCl (dichloromethane), C1(=CC=CC=C1)C (toluene), ClCCl (dichloromethane). Product: NOCCCCNC(OCC1=CC=CC=C1)=O (benzyl (4-aminooxybutyl)carbamate). Isolated yield 84.3%. Reaction SMILES: O[N:2]1C(=O)C2=CC=CC=C2C1=O.[OH:13][CH2:14][CH2:15][CH2:16][CH2:17][NH:18][C:19](=[O:28])[O:20][CH2:21][C:22]1[CH:27]=[CH:26][CH:25]=[CH:24][CH:23]=1.C1(P(C2C=CC=CC=2)C2C=CC=CC=2)C=CC=CC=1.CC(OC(/N=N/C(OC(C)C)=O)=O)C>ClCCl.C1(C)C=CC=CC=1>[NH2:2][O:13][CH2:14][CH2:15][CH2:16][CH2:17][NH:18][C:19](=[O:28])[O:20][CH2:21][C:22]1[CH:23]=[CH:24][CH:25]=[CH:26][CH:27]=1. Procedure: A solution of N-hydroxyphthalimide (3.36 g), benzyl (4-hydroxybutyl)carbamate (4.18 g) and triphenylphosphine (7.41 g) in dichloromethane (100 mL) was chilled in an ice bath and approximately two-thirds of a solution of diisopropylazodicarboxylate (DIAD, 5.68 g) in dichloromethane (50 mL) was slowly added with stirring. The internal temperature of the reaction was monitored and the addition of the DIAD solution was stopped when an exotherm could no longer be detected. The ice bath was removed an... Starting materials: B(F)(F)F.CCOCC (boron trifluoride diethyl etherate), [Cl-].[NH4+] (ammonium chloride), C(C)(=O)OCC (ethyl acetate), FC1=C(C=CC(=C1)F)I (2,4-difluoro-1-iodobenzene), C(CCC)[Li] (n-butyllithium). Run in C1(=CC=CC=C1)C (toluene). Run at temperature -78 celsius, time 30 minute. Yields the product FC1=C(C=CC(=C1)F)C12NOCC1CC(OC2)[C@H]2[C@@H](C2)C (7a-(2,4-difluorophenyl)-5-[(1R,2R)-2-methylcyclopropyl]hexahydro-1H-pyrano[3,4-c][1,2]oxazole). As a reaction SMILES: B(F)(F)F.[CH3:5][CH2:6][O:7][CH2:8][CH3:9].[F:10][C:11]1[CH:16]=[C:15]([F:17])[CH:14]=[CH:13][C:12]=1I.[CH2:19]([Li])[CH2:20][CH2:21][CH3:22].[Cl-].[NH4+:25].[C:26]([O:29]CC)(=O)[CH3:27]>C1(C)C=CC=CC=1>[F:10][C:11]1[CH:16]=[C:15]([F:17])[CH:14]=[CH:13][C:12]=1[C:9]12[CH2:8][O:7][CH:6]([C@@H:20]3[CH2:19][C@H:21]3[CH3:22])[CH2:5][CH:27]1[CH2:26][O:29][NH:25]2 |f:0.1,4.5|. Procedure details: To a solution of C85 (2.58 g, 14.2 mmol) in toluene (50 mL) cooled to −78° C. was added boron trifluoride diethyl etherate (4.23 mL, 15.9 mmol) drop-wise. After stirring for 30 minutes at −78° C., 2,4-difluoro-1-iodobenzene (3.90 g, 15.9 mmol) was added, followed by drop-wise addition of n-butyllithium (2.5 M in hexanes, 6.04 mL, 15.1 mmol). The reaction was stirred at −78° C. for 90 minutes at which point saturated aqueous ammonium chloride solution (10 mL) was added. The reaction was allowed t... Starting materials: [BH4-], C=O, CN1CCC(Oc2cccc(N)c2)CC1, CO, [Na+]. Product: CNc1cccc(OC2CCN(C)CC2)c1. As a reaction SMILES: [BH4-:18].[CH2:16]=[O:17].[CH3:1][N:2]1[CH2:3][CH2:4][CH:5]([O:8][c:9]2[cH:10][c:11]([NH2:15])[cH:12][cH:13][cH:14]2)[CH2:6][CH2:7]1.[CH3:20][OH:21].[Na+:19]>>[CH3:1][N:2]1[CH2:3][CH2:4][CH:5]([O:8][c:9]2[cH:10][c:11]([NH:15][CH3:16])[cH:12][cH:13][cH:14]2)[CH2:6][CH2:7]1.